From a dataset of the Open Reaction Database (ORD), a public repository of structured organic reaction records. describe an organic reaction: reactants, conditions, products, and yield The reactants are C(C1=CC=CC=C1)ON(C(=O)NC)CCCCCCCCCC (N-benzyloxy-N-decyl-N'-methylurea), C(=O)[O-].[NH4+] (ammonium formate). Reagents/catalysts: [Pd] (palladium on carbon). The solvent is C(C)O (ethanol). Reaction conditions: time 20 minute. Product: CNC(=O)N(O)CCCCCCCCCC (N-Methyl-N'-decyl-N'-hydroxyurea). Yield: 78.4%. RXN SMILES: C([O:8][N:9]([CH2:14][CH2:15][CH2:16][CH2:17][CH2:18][CH2:19][CH2:20][CH2:21][CH2:22][CH3:23])[C:10]([NH:12][CH3:13])=[O:11])C1C=CC=CC=1.C([O-])=O.[NH4+]>C(O)C.[Pd]>[CH3:13][NH:12][C:10]([N:9]([CH2:14][CH2:15][CH2:16][CH2:17][CH2:18][CH2:19][CH2:20][CH2:21][CH2:22][CH3:23])[OH:8])=[O:11] |f:1.2|. Procedure: Purification by chromatography on silica gave t-butyl N-benzyloxy-N-decylcarbamate as a colorless oil (8.39 g, 79% yield). To a solution of this urethane (7.0 g) in methylene chloride (15 ml) at room temperature under nitrogen was added trifluoroacetic acid (15 ml). After 30 minutes, the solution was evaporated at 40° C. lN NaHCO3 was added and solid Na2CO3 was added to bring the pH to 9. The mixture was extracted twice with methylene chloride, and the combined extracts were dried (MgSO4), filte... Reactants: COC1=CC(=C(CCC=2C=NC3=C(N=C4C(=C3C2)C=CC(=C4)C)N)C=C1)C (2-(4-Methoxy-2-methylphenethyl)-8-methylbenzo[f][1,7]naphthyridin-5-amine), solution, B(Br)(Br)Br (BBr3). Run in C(Cl)Cl (methylene chloride), C(Cl)Cl (CH2Cl2). Yields the product NC1=NC2=C(C=3C=C(C=NC13)CCC1=C(C=C(C=C1)O)C)C=CC(=C2)C (4-(2-(5-amino-8-methylbenzo[f][1,7]naphthyridin-2-yl)ethyl)-3-methylphenol). Reaction SMILES: C[O:2][C:3]1[CH:26]=[CH:25][C:6]([CH2:7][CH2:8][C:9]2[CH:10]=[N:11][C:12]3[C:17]([CH:18]=2)=[C:16]2[CH:19]=[CH:20][C:21]([CH3:23])=[CH:22][C:15]2=[N:14][C:13]=3[NH2:24])=[C:5]([CH3:27])[CH:4]=1.B(Br)(Br)Br>C(Cl)Cl>[NH2:24][C:13]1[C:12]2[N:11]=[CH:10][C:9]([CH2:8][CH2:7][C:6]3[CH:25]=[CH:26][C:3]([OH:2])=[CH:4][C:5]=3[CH3:27])=[CH:18][C:17]=2[C:16]2[CH:19]=[CH:20][C:21]([CH3:23])=[CH:22][C:15]=2[N:14]=1. Procedure: To a stirred solution of 2-(4-methoxy-2-methylphenethyl)-8-methylbenzo[f][1,7]naphthyridin-5-amine (Example 49) in methylene chloride (0.2 M) in an ice-water bath was added 1 N solution of BBr3 (2 eq) in CH2Cl2 in a drop-wise fashion. In 30 minutes the reaction was quenched with methanol and was concentrated en vacuo to obtain a crude residue. The crude material was purified by flash chromatography on a COMBIFLASH® system (ISCO) using 0-20% methanol in dichloromethane to give 4-(2-(5-amino-8-met... Reactants: [N+](=O)([O-])C1=C(NC=2SC(=CC2C(=O)OCC)CC)C=CC(=C1)[N+](=O)[O-] (Ethyl 2-(2,4-dinitroanilino)-5-ethyl-thiophene-3-carboxylate), S (hydrogen sulphide). Solvent: N (ammonia), C(C)O (ethanol). The product is NC1=C(NC=2SC(=CC2C(=O)OCC)CC)C=CC(=C1)[N+](=O)[O-] (Ethyl 2-(2-amino-4-nitroanilino)-5-ethyl-thiophene-3-carboxylate). As a reaction SMILES: [N+:1]([C:4]1[CH:22]=[C:21]([N+:23]([O-:25])=[O:24])[CH:20]=[CH:19][C:5]=1[NH:6][C:7]1[S:8][C:9]([CH2:17][CH3:18])=[CH:10][C:11]=1[C:12]([O:14][CH2:15][CH3:16])=[O:13])([O-])=O.S>N.C(O)C>[NH2:1][C:4]1[CH:22]=[C:21]([N+:23]([O-:25])=[O:24])[CH:20]=[CH:19][C:5]=1[NH:6][C:7]1[S:8][C:9]([CH2:17][CH3:18])=[CH:10][C:11]=1[C:12]([O:14][CH2:15][CH3:16])=[O:13]. Procedure details: Ethyl 2-(2,4-dinitroanilino)-5-ethyl-thiophene-3-carboxylate (0.5 g) in 6 N ammonia (25 ml) and ethanol (10 ml) was stirred at reflux temperature and hydrogen sulphide gas passed in over a period of 2 hours. The reaction mixture was cooled to room temperature and the title compound obtained as a yellow precipitate filtered off, washed with water, and dried in vacuo, m.p. 174°-176° C. (EtOAc). Reagents/catalysts: [Fe] (iron). Reactants: ClC(C(C)(Cl)Cl)(C1=CC(=CC=C1)[N+](=O)[O-])Cl (1,1,2,2-tetrachloro-1-(3-nitrophenyl) propane), Cl (hydrochloric acid), trans 1,2-dichloro-1-(3-aminophenyl)-1-propene. Run at time 2 hour. Solvent: C(C)O (ethanol), C(C)O (ethanol). Product: ClC(=C(C)Cl)C1=CC(=CC=C1)N (1,2-Dichloro-1-(3-aminophenyl)-1-propene). Procedure: 13 G. of 1,1,2,2-tetrachloro-1-(3-nitrophenyl) propane and 7.9 g. of iron powder is stirred vigorously under reflux in 465 ml. of 50% aqueous ethanol. 5.6 Ml of a solution prepared prejviously from 52 ml. of concentrated hydrochloric acid and 250 ml. of 50% aqueous ethanol are added dropwise over 5 minutes. After an additional 2 hours of stirring at reflux temperature, the hot reaction mixture is filtered, cooled to room temperature, diluted with enough chloroform to double the volume of the eth... As a reaction SMILES: [Cl:1][C:2](Cl)([C:7]1[CH:12]=[CH:11][CH:10]=[C:9]([N+:13]([O-])=O)[CH:8]=1)[C:3](Cl)([Cl:5])[CH3:4].Cl>[Fe].C(O)C>[Cl:1][C:2]([C:7]1[CH:12]=[CH:11][CH:10]=[C:9]([NH2:13])[CH:8]=1)=[C:3]([Cl:5])[CH3:4]. The reactants are CC(C)O, Cl, N#Cc1c(OC(F)F)cccc1[N+](=O)[O-], [Na+], [OH-], O, Cl[Sn]Cl. The product is N#Cc1c(N)cccc1OC(F)F. Reaction SMILES: [CH:22]([OH:23])([CH3:24])[CH3:25].[ClH:19].[F:1][CH:2]([O:3][c:4]1[c:5]([C:6]#[N:7])[c:8]([N+:12]([O-:13])=[O:14])[cH:9][cH:10][cH:11]1)[F:15].[Na+:21].[OH-:20].[OH2:26].[Sn:16]([Cl:17])[Cl:18]>>[F:1][CH:2]([O:3][c:4]1[c:5]([C:6]#[N:7])[c:8]([NH2:12])[cH:9][cH:10][cH:11]1)[F:15]. Starting materials: CS(C)=O, CCN(C(C)C)C(C)C, O, c1ccc(-c2cccc(N3CCNCC3)c2)cc1, O=C(Nc1cccnc1)OCC(Cl)(Cl)Cl. Product: O=C(Nc1cccnc1)N1CCN(c2cccc(-c3ccccc3)c2)CC1. As a reaction SMILES: [CH3:44][S:45]([CH3:46])=[O:47].[CH:34]([N:35]([CH:36]([CH3:37])[CH3:38])[CH2:39][CH3:40])([CH3:41])[CH3:42].[OH2:43].[c:16]1(-[c:28]2[cH:29][cH:30][cH:31][cH:32][cH:33]2)[cH:17][c:18]([N:22]2[CH2:23][CH2:24][NH:25][CH2:26][CH2:27]2)[cH:19][cH:20][cH:21]1.[n:1]1[cH:2][c:3]([NH:7][C:8]([O:9][CH2:10][C:11]([Cl:12])([Cl:13])[Cl:14])=[O:15])[cH:4][cH:5][cH:6]1>>[n:1]1[cH:2][c:3]([NH:7][C:8](=[O:15])[N:25]2[CH2:24][CH2:23][N:22]([c:18]3[cH:17][c:16](-[c:28]4[cH:29][cH:30][cH:31][cH:32][cH:33]4)[cH:21][cH:20][cH:19]3)[CH2:27][CH2:26]2)[cH:4][cH:5][cH:6]1. Reactants: COC(COC1=C2C(=C(C(=NC2=C(C=C1)Cl)CC)CC1=CC=C(C=C1)N1N=CC=C1)OC(F)F)=O ([8-chloro-4-difluoromethoxy-2-ethyl-3-(4-pyrazol-1-ylbenzyl)quinolin-5-yloxy]acetic acid methyl ester), [OH-].[Li+] (lithium hydroxide). Solvent: Cl (hydrochloric acid), O1CCCC1 (tetrahydrofuran). Run at time 30 minute. Product: ClC=1C=CC(=C2C(=C(C(=NC12)CC)CC1=CC=C(C=C1)N1N=CC=C1)OC(F)F)OCC(=O)O ([8-chloro-4-difluoromethoxy-2-ethyl-3-(4-pyrazol-1-ylbenzyl)quinolin-5-yloxy]acetic acid). The yield is 64.3%. As a reaction SMILES: C[O:2][C:3](=[O:35])[CH2:4][O:5][C:6]1[CH:15]=[CH:14][C:13]([Cl:16])=[C:12]2[C:7]=1[C:8]([O:31][CH:32]([F:34])[F:33])=[C:9]([CH2:19][C:20]1[CH:25]=[CH:24][C:23]([N:26]3[CH:30]=[CH:29][CH:28]=[N:27]3)=[CH:22][CH:21]=1)[C:10]([CH2:17][CH3:18])=[N:11]2.[OH-].[Li+]>O1CCCC1.Cl>[Cl:16][C:13]1[CH:14]=[CH:15][C:6]([O:5][CH2:4][C:3]([OH:35])=[O:2])=[C:7]2[C:12]=1[N:11]=[C:10]([CH2:17][CH3:18])[C:9]([CH2:19][C:20]1[CH:21]=[CH:22][C:23]([N:26]3[CH:30]=[CH:29][CH:28]=[N:27]3)=[CH:24][CH:25]=1)=[C:8]2[O:31][CH:32]([F:33])[F:34] |f:1.2|. Reported procedure: A solution of [8-chloro-4-difluoromethoxy-2-ethyl-3-(4-pyrazol-1-ylbenzyl)quinolin-5-yloxy]acetic acid methyl ester (0.56 g) in tetrahydrofuran (20 mL) was treated with 1.0M aqueous lithium hydroxide solution (2.4 mL), and the resulting mixture was stirred at room temperature for 30 minutes. The mixture was diluted with 0.1M aqueous hydrochloric acid solution, concentrated under reduced pressure and then extracted with ethyl acetate. The combined extracts were washed with saturated aqueous sodiu... Reactants: CN=C=O (Methylisocyanate), NCCCC[C@@H](C(C(N[C@H](C)C1=CC=CC=C1)=O)O)NC(OC(C)(C)C)=O (tert-butyl (1S)-5-amino-1-(1-hydroxy-2-oxo-2-{[(1R)-1-phenylethyl]amino}ethyl)pentylcarbamate). Solvent: O1CCCC1 (tetrahydrofuran). Conditions: temperature 0 celsius, time 1 hour. Yields the product OC(C(N[C@H](C)C1=CC=CC=C1)=O)[C@H](CCCCNC(=O)NC)NC(OC(C)(C)C)=O (tert-butyl (1S)-1-(1-hydroxy-2-oxo-2-{[(1R)-1-phenylethyl]amino}ethyl)-5-{[(methylamino)carbonyl]amino}pentylcarbamate). As a reaction SMILES: [CH3:1][N:2]=[C:3]=[O:4].[NH2:5][CH2:6][CH2:7][CH2:8][CH2:9][C@H:10]([NH:24][C:25](=[O:31])[O:26][C:27]([CH3:30])([CH3:29])[CH3:28])[CH:11]([OH:23])[C:12](=[O:22])[NH:13][C@@H:14]([C:16]1[CH:21]=[CH:20][CH:19]=[CH:18][CH:17]=1)[CH3:15]>O1CCCC1>[OH:23][CH:11]([C@@H:10]([NH:24][C:25](=[O:31])[O:26][C:27]([CH3:30])([CH3:29])[CH3:28])[CH2:9][CH2:8][CH2:7][CH2:6][NH:5][C:3]([NH:2][CH3:1])=[O:4])[C:12](=[O:22])[NH:13][C@@H:14]([C:16]1[CH:21]=[CH:20][CH:19]=[CH:18][CH:17]=1)[CH3:15]. Procedure details: Methylisocyanate (0.472 mL, 8.00 mmol) was added to a slurry of tert-butyl (1S)-5-amino-1-(1-hydroxy-2-oxo-2-{[(1R)-1-phenylethyl]amino}ethyl)pentylcarbamate (3.03 g, 8.00 mmol) at 0° C. in anhydrous tetrahydrofuran (60 mL) under nitrogen. The mixture was stirred at 0° C. for 1 h, during which time all solids dissolved. The cold bath was then removed, and the solution was stirred overnight. Volatiles were removed under vacuum, and the resulting foam was further purified by column chromatography ...